From a dataset of the Open Reaction Database (ORD), a public repository of structured organic reaction records. describe an organic reaction: reactants, conditions, products, and yield The reactants are [N+](=O)([O-])C1=CC=C(CC(=O)OCC2CN(CCN2C(=O)OCC2=CC=C(C=C2)[N+](=O)[O-])C(=O)[C@H]2N(C[C@H](C2)SC=2[C@@H]([C@H]3N(C2C(=O)OCC2=CC=C(C=C2)[N+](=O)[O-])C([C@@H]3[C@@H](C)O)=O)C)C(=O)OCC3=CC=C(C=C3)[N+](=O)[O-])C=C1 (4-nitrobenzyl (1R, 5S, 6S)-2-{(2S, 4S)-2-[3-(4-nitrobenzylcarbonyloxymethyl)-4-(4-nitrobenzyloxycarbonyl)-1-piperazinylcarbonyl]-1-(4-nitrobenzyloxycarbonyl)pyrrolidin-4-ylthio}-6-[(1R)-1-hydroxyethyl]-1-methyl-1-carbapen-2-em-3-carboxylate), Cl (hydrochloric acid). Solvent: O1CCCC1 (tetrahydrofuran), O (water). Product: Cl.OCC1CN(CCN1)C(=O)[C@H]1NC[C@H](C1)SC=1[C@@H]([C@H]2N(C1C(=O)O)C([C@@H]2[C@@H](C)O)=O)C ((1R, 5S, 6S)-2-[(2S, 4S)-2-(3-Hydroxymethyl-1-piperazinylcarbonyl)pyrrolidin-4-ylthio]-6-[(1R)-1-hydroxyethyl]-1-methyl-1-carbapen-2-em-3-carboxylic acid hydrochloride). As a reaction SMILES: [N+](C1C=CC(CC([O:11][CH2:12][CH:13]2[N:18](C(OCC3C=CC([N+]([O-])=O)=CC=3)=O)[CH2:17][CH2:16][N:15]([C:32]([C@@H:34]3[CH2:38][C@H:37]([S:39][C:40]4[C@H:41]([CH3:64])[C@@H:42]5[C@@H:59]([C@H:60]([OH:62])[CH3:61])[C:58](=[O:63])[N:43]5[C:44]=4[C:45]([O:47]CC4C=CC([N+]([O-])=O)=CC=4)=[O:46])[CH2:36][N:35]3C(OCC3C=CC([N+]([O-])=O)=CC=3)=O)=[O:33])[CH2:14]2)=O)=CC=1)([O-])=O.[ClH:80]>O1CCCC1.O>[ClH:80].[OH:11][CH2:12][CH:13]1[NH:18][CH2:17][CH2:16][N:15]([C:32]([C@@H:34]2[CH2:38][C@H:37]([S:39][C:40]3[C@H:41]([CH3:64])[C@@H:42]4[C@@H:59]([C@H:60]([OH:62])[CH3:61])[C:58](=[O:63])[N:43]4[C:44]=3[C:45]([OH:47])=[O:46])[CH2:36][NH:35]2)=[O:33])[CH2:14]1 |f:4.5|. Reported procedure: 140 mg of 4-nitrobenzyl (1R, 5S, 6S)-2-{(2S, 4S)-2-[3-(4-nitrobenzylcarbonyloxymethyl)-4-(4-nitrobenzyloxycarbonyl)-1-piperazinylcarbonyl]-1-(4-nitrobenzyloxycarbonyl)pyrrolidin-4-ylthio}-6-[(1R)-1-hydroxyethyl]-1-methyl-1-carbapen-2-em-3-carboxylate [prepared as described in step (a) above] were dissolved in 2 ml of a 1:1 by volume mixture of tetrahydrofuran and water, after which 0.13 ml of 1N aqueous hydrochloric acid was added, and the mixture was hydrogenated by bubbling hydrogen through it...